This data is from the Open Reaction Database (ORD), a public repository of structured organic reaction records. The task is: describe an organic reaction: reactants, conditions, products, and yield Run at temperature 50 celsius, time 19 hour. Starting materials: FC1=C(C=CC=C1F)C1=CCCN2C(=C3C(=C12)N(C(N(C3=O)C)=O)C)C3=CC=CC=C3 (10-(2,3-Difluorophenyl)-1,3-dimethyl-5-phenyl-7,8-dihydropyrimido[4,5-a]indolizine-2,4(1H,3H)-dione), C(=O)[O-].[NH4+] (ammonium formate). As a reaction SMILES: [F:1][C:2]1[C:7]([F:8])=[CH:6][CH:5]=[CH:4][C:3]=1[C:9]1[C:17]2[N:13]([C:14]([C:26]3[CH:31]=[CH:30][CH:29]=[CH:28][CH:27]=3)=[C:15]3[C:21](=[O:22])[N:20]([CH3:23])[C:19](=[O:24])[N:18]([CH3:25])[C:16]3=2)[CH2:12][CH2:11][CH:10]=1.C([O-])=O.[NH4+]>[Pd].CCO>[F:1][C:2]1[C:7]([F:8])=[CH:6][CH:5]=[CH:4][C:3]=1[CH:9]1[C:17]2[N:13]([C:14]([C:26]3[CH:27]=[CH:28][CH:29]=[CH:30][CH:31]=3)=[C:15]3[C:21](=[O:22])[N:20]([CH3:23])[C:19](=[O:24])[N:18]([CH3:25])[C:16]3=2)[CH2:12][CH2:11][CH2:10]1 |f:1.2|. Procedure details: 10-(2,3-Difluorophenyl)-1,3-dimethyl-5-phenyl-7,8-dihydropyrimido[4,5-a]indolizine-2,4(1H,3H)-dione (step 1,) (40 mg, 0.095 mmol), 10% wt. palladium on activated carbon (10 mg, 9.54 μmol) and ammonium formate (30.1 mg, 0.477 mmol) were suspended in EtOH (5 mL) and the mixture stirred at 50° C. for 19 hours, adding extra 10% wt. palladium on activated carbon (10 mg, 9.54 μmol) after 17 hours. The reaction mixture was cooled to RT and filtered through a Celite® (filter material) cartridge (10 g), ... Run in CCO (EtOH). The product is FC1=C(C=CC=C1F)C1CCCN2C(=C3C(=C12)N(C(N(C3=O)C)=O)C)C3=CC=CC=C3 (10-(2,3-Difluorophenyl)-1,3-dimethyl-5-phenyl-7,8,9,10-tetrahydropyrimido[4,5-a]indolizine-2,4(1H,3H)-dione). The reagents and catalysts are [Pd] (palladium on activated carbon), [Pd] (palladium on activated carbon). The reactants are P([O-])([O-])=O (phosphonate), C(CCC)[Li] (n-butyllithium), S1C(=CC=C1)CC(=O)OC (methyl 2-(2 -thienyl)acetate), C(C)(=O)[O-] (acetate), CP(OC)(OC)=O (dimethyl methylphosphonate). Solvent: CCCCCC (hexane), C(C)(=O)O (acetic acid), O1CCCC1 (tetrahydrofuran). Run at time 5 minute. Product: O=C(CP(OC)(OC)=O)CC=1SC=CC1 (dimethyl 2-oxo-3-(2-thienyl)propylphosphonate). RXN SMILES: C([O-])(=O)C.[CH3:5][P:6](=[O:11])([O:9][CH3:10])[O:7][CH3:8].P(=O)([O-])[O-].C([Li])CCC.[S:21]1[CH:25]=[CH:24][CH:23]=[C:22]1[CH2:26][C:27](OC)=[O:28]>O1CCCC1.CCCCCC.C(O)(=O)C>[O:28]=[C:27]([CH2:26][C:22]1[S:21][CH:25]=[CH:24][CH:23]=1)[CH2:5][P:6](=[O:11])([O:9][CH3:10])[O:7][CH3:8]. Reported procedure: A solution of 37.2 g (0.3 -thienyl)acetate mole) dimethyl methylphosphonate (Aldrich) in 400 ml dry tetrahydrofuran was cooled to -78° in a dry nitrogen atmosphere. To the stirred phosphonate solution was added 194 ml of 1.6 M n-butyllithium in hexane solution (Alfa Inorganics, Inc.) dropwise over a period of 18 minutes at such a rate that the reaction temperature never rose above -65°. After an additional 5 minutes stirring at -78°, 23.4 g (0.15 mole) methyl 2-(2 -thienyl)acetate was added drop... As a reaction SMILES: [CH:1]1([CH2:4][O:5][C:6]2[C:11]([F:12])=[CH:10][C:9]([C:13]3[O:14][C:15]4[CH:20]=[C:19]([O:21][CH2:22][C@@H:23]([NH:25][C:26](=O)[O:27]C(C)(C)C)[CH3:24])[N:18]=[CH:17][C:16]=4[N:33]=3)=[CH:8][C:7]=2[F:34])[CH2:3][CH2:2]1.Cl.[C:36](OCC)(=O)C>>[CH:1]1([CH2:4][O:5][C:6]2[C:7]([F:34])=[CH:8][C:9]([C:13]3[O:14][C:15]4[CH:20]=[C:19]([O:21][CH2:22][C@@H:23]([NH:25][C:26](=[O:27])[CH3:36])[CH3:24])[N:18]=[CH:17][C:16]=4[N:33]=3)=[CH:10][C:11]=2[F:12])[CH2:3][CH2:2]1 |f:1.2|. Procedure: To tert-butyl ((2S)-1-((2-(4-(cyclopropylmethoxy)-3,5-difluorophenyl)[1,3]oxazolo[4,5-c]pyridin-6-yl)oxy)propan-2-yl)carbamate (1.42 g) was added 4M hydrogen chloride/ethyl acetate (5 mL), and the mixture was stirred at room temperature for 10 min, and concentrated. To the residue were added pyridine (5 mL) and acetic anhydride (5 mL), and the mixture was stirred at room temperature for 15 min. The reaction mixture was concentrated under reduced pressure, and the residue was purified by silica g... Product: C1(CC1)COC1=C(C=C(C=C1F)C=1OC2=C(C=NC(=C2)OC[C@H](C)NC(C)=O)N1)F (N-((2S)-1-((2-(4-(cyclopropylmethoxy)-3,5-difluorophenyl)[1,3]oxazolo[4,5-c]pyridin-6-yl)oxy)propan-2-yl)acetamide). The reactants are C1(CC1)COC1=C(C=C(C=C1F)C=1OC2=C(C=NC(=C2)OC[C@H](C)NC(OC(C)(C)C)=O)N1)F (tert-butyl ((2S)-1-((2-(4-(cyclopropylmethoxy)-3,5-difluorophenyl)[1,3]oxazolo[4,5-c]pyridin-6-yl)oxy)propan-2-yl)carbamate), Cl.C(C)(=O)OCC (hydrogen chloride ethyl acetate). Conditions: time 10 minute.